The task is: describe an organic reaction: reactants, conditions, products, and yield. This data is from the Open Reaction Database (ORD), a public repository of structured organic reaction records. Product: COc1ccc([N+](=O)[O-])cc1OCCCCl. RXN SMILES: [C:28](=[O:29])([O-:30])[O-:31].[CH3:1][O:2][c:3]1[c:4]([OH:12])[cH:5][c:6]([N+:9](=[O:10])[O-:11])[cH:7][cH:8]1.[CH3:34][N:35]([CH3:36])[CH:37]=[O:38].[K+:32].[K+:33].[c:13]1([CH3:14])[cH:15][cH:16][c:17]([S:18]([O:19][CH2:23][CH2:24][CH2:25][Cl:26])(=[O:20])=[O:21])[cH:22][cH:27]1>>[CH3:1][O:2][c:3]1[c:4]([O:12][CH2:23][CH2:24][CH2:25][Cl:26])[cH:5][c:6]([N+:9](=[O:10])[O-:11])[cH:7][cH:8]1. Starting materials: O=C([O-])[O-], COc1ccc([N+](=O)[O-])cc1O, CN(C)C=O, [K+], [K+], Cc1ccc(S(=O)(=O)OCCCCl)cc1. Starting materials: C(CCC)[Li] (n-butyllithium), solution, BrC=1C=NC(=NC1)Cl (5-bromo-2-chloropyrimidine), C(CC(C)C)=O (isovaleraldehyde). Solvent: hexanes, C(C)OCC (diethyl ether), C1CCOC1 (THF). Conditions: temperature -78 celsius. Yields the product ClC1=NC=C(C=N1)C(CC(C)C)O (1-(2-chloropyrimidin-5-yl)-3-methylbutan-1-ol). The yield is 38.2%. RXN SMILES: Br[C:2]1[CH:3]=[N:4][C:5]([Cl:8])=[N:6][CH:7]=1.[CH:9](=[O:14])[CH2:10][CH:11]([CH3:13])[CH3:12].C([Li])CCC>C(OCC)C.C1COCC1>[Cl:8][C:5]1[N:4]=[CH:3][C:2]([CH:9]([OH:14])[CH2:10][CH:11]([CH3:13])[CH3:12])=[CH:7][N:6]=1. Procedure: To a solution of 5-bromo-2-chloropyrimidine (5.0 g, 25.8 mmol) in diethyl ether (129 mL) and THF (129 mL) was added isovaleraldehyde (4.45 g, 51.7 mmol). The reaction mixture was cooled to −78° C., and n-butyllithium (15.4 mL of a 1.6 M solution in hexanes, 24.6 mmol) was added. The mixture was stirred for 30 m at −78° C. The reaction mixture was quenched by addition of saturated aqueous NH4Cl, and extracted with ethyl acetate (300 mL×3). The combined organic layers were dried over Na2SO4 and co...